This data is from the Open Reaction Database (ORD), a public repository of structured organic reaction records. The task is: describe an organic reaction: reactants, conditions, products, and yield The reactants are C(C)(C)C=1C=C(OC2=C(C=C(C=C2C)C=2NC(NN2)=O)C)C=CC1OC (5-[4-(3-Isopropyl-4-methoxy-phenoxy)-3,5-dimethyl-phenyl]-2,4-dihydro-[1,2,4]triazol-3-one), B(Br)(Br)Br (boron tribromide). The solvent is C(Cl)(Cl)Cl (chloroform). Reaction conditions: time 1 hour. Yields the product OC1=C(C=C(OC2=C(C=C(C=C2C)C=2NC(NN2)=O)C)C=C1)C(C)C (5-[4-(4-Hydroxy-3-isopropyl-phenoxy)-3,5-dimethyl-phenyl]-2,4-dihydro-[1,2,4]triazol-3-one). The yield is 95.2%. RXN SMILES: [CH:1]([C:4]1[CH:5]=[C:6]([CH:22]=[CH:23][C:24]=1[O:25]C)[O:7][C:8]1[C:13]([CH3:14])=[CH:12][C:11]([C:15]2[NH:16][C:17](=[O:20])[NH:18][N:19]=2)=[CH:10][C:9]=1[CH3:21])([CH3:3])[CH3:2].B(Br)(Br)Br>C(Cl)(Cl)Cl>[OH:25][C:24]1[CH:23]=[CH:22][C:6]([O:7][C:8]2[C:13]([CH3:14])=[CH:12][C:11]([C:15]3[NH:16][C:17](=[O:20])[NH:18][N:19]=3)=[CH:10][C:9]=2[CH3:21])=[CH:5][C:4]=1[CH:1]([CH3:3])[CH3:2]. Reported procedure: To a solution of the title compound of Step B (4.7 mg, 0.013 mmol) in chloroform (0.5 ml) was added boron tribromide (1M in dichloromethane, 0.26 ml, 0.26 mmol) and the mixture was stirred at room temperature for about one hour. The reaction was quenched with water (5 ml), acidified with 1N HCl (1 ml), and extracted with ethyl acetate (3×10 ml). The combined organic extracts were dried, filtered, and concentrated to afford the title compound (4.2 mg). MS (APCI−) Calc: 339.2, Found: 338.3 (M−1). Starting materials: COC1=CC=CC=2OC(=CC21)C=2OC(=NN2)C (2-(4-methoxybenzo(b)furan-2-yl)-5-methyl-1,3,4-oxadiazole), B(Br)(Br)Br (boron tribromide). Product: OC1=CC=CC=2OC(=CC21)C=2OC(=NN2)C (2-(4-hydroxybenzo(b)furan-2-yl)-5-methyl-1,3,4-oxadiazole). The yield is 54.1%. As a reaction SMILES: C[O:2][C:3]1[C:11]2[CH:10]=[C:9]([C:12]3[O:13][C:14]([CH3:17])=[N:15][N:16]=3)[O:8][C:7]=2[CH:6]=[CH:5][CH:4]=1.B(Br)(Br)Br>>[OH:2][C:3]1[C:11]2[CH:10]=[C:9]([C:12]3[O:13][C:14]([CH3:17])=[N:15][N:16]=3)[O:8][C:7]=2[CH:6]=[CH:5][CH:4]=1. Reported procedure: By the reactions in the same manner as in Starting Material Synthesis Example 5 using 2-(4-methoxybenzo(b)furan-2-yl)-5-methyl-1,3,4-oxadiazole (6.5 g) and boron tribromide (27 ml), the title compound (3.3 g) was obtained as yellow crystals. Reactants: BrCCCBr, O=C([O-])[O-], CN(C)C=O, CCCNC(=O)Nc1ccc(Oc2ncnc3cc(OC)c(O)cc23)cc1Cl, [K+], [K+]. Product: CCCNC(=O)Nc1ccc(Oc2ncnc3cc(OC)c(OCCBr)cc23)cc1Cl. RXN SMILES: [Br:35][CH2:36][CH2:37][CH2:38][Br:39].[C:29](=[O:30])([O-:31])[O-:32].[CH3:40][N:41]([CH3:42])[CH:43]=[O:44].[Cl:1][c:2]1[c:3]([NH:22][C:23](=[O:24])[NH:25][CH2:26][CH2:27][CH3:28])[cH:4][cH:5][c:6]([O:8][c:9]2[n:10][cH:11][n:12][c:13]3[cH:14][c:15]([O:20][CH3:21])[c:16]([OH:19])[cH:17][c:18]23)[cH:7]1.[K+:33].[K+:34]>>[Cl:1][c:2]1[c:3]([NH:22][C:23](=[O:24])[NH:25][CH2:26][CH2:27][CH3:28])[cH:4][cH:5][c:6]([O:8][c:9]2[n:10][cH:11][n:12][c:13]3[cH:14][c:15]([O:20][CH3:21])[c:16]([O:19][CH2:37][CH2:36][Br:35])[cH:17][c:18]23)[cH:7]1.